This data is from the Open Reaction Database (ORD), a public repository of structured organic reaction records. The task is: describe an organic reaction: reactants, conditions, products, and yield Starting materials: C(CCCCCCC)(=O)C1=CC=C(C=C1)C1=C(C=C(C=C1)Br)F (4-octanoyl-2'-fluoro-4'-bromobiphenyl), FC(C(=O)O)(F)F (trifluroacetic acid), C(C)[SiH](CC)CC (triethylsilane). Run in O (water). Reaction conditions: time 6 hour. Yields the product C(CCCCCCC)C1=CC=C(C=C1)C1=C(C=C(C=C1)Br)F (4-octyl-2'-fluoro-4'-bromobiphenyl). The yield is 70.9%. As a reaction SMILES: [C:1]([C:10]1[CH:15]=[CH:14][C:13]([C:16]2[CH:21]=[CH:20][C:19]([Br:22])=[CH:18][C:17]=2[F:23])=[CH:12][CH:11]=1)(=O)[CH2:2][CH2:3][CH2:4][CH2:5][CH2:6][CH2:7][CH3:8].FC(F)(F)C(O)=O.C([SiH](CC)CC)C>O>[CH2:1]([C:10]1[CH:15]=[CH:14][C:13]([C:16]2[CH:21]=[CH:20][C:19]([Br:22])=[CH:18][C:17]=2[F:23])=[CH:12][CH:11]=1)[CH2:2][CH2:3][CH2:4][CH2:5][CH2:6][CH2:7][CH3:8]. Procedure: In a reactor were placed 3.75 g of 4-octanoyl-2'-fluoro-4'-bromobiphenyl and 20 ml of trifluroacetic acid, to which was added 2.4 g of triethylsilane at room temperature and stirred for 6 hours. Then, the reaction solution was added into water, extracted into benzene, washed sequentially with water, aqueous sodium hydrogencarbonate, and again water, and dehydrated over Glauber's salt. After the solvent was distilled off, the residue was evaporated in a glass tube oven (GTO) to obtain 2.56 g of 4... Yield: 67.0%. The product is Cl.N[C@H](CC)C1=CC=C(C=C1)C=1C=2C3=C(C(NC2C=CC1O)=O)SC=C3 ((R)-9-(4-(1-aminopropyl)phenyl)-8-hydroxythieno[2,3-c]quinolin-4(5H)-one Hydrochloride). As a reaction SMILES: C[O:2][C:3]1[CH:12]=[CH:11][C:10]2[NH:9][C:8](=[O:13])[C:7]3[S:14][CH:15]=[CH:16][C:6]=3[C:5]=2[C:4]=1[C:17]1[CH:22]=[CH:21][C:20]([C@H:23]([NH:26]C(=O)OC(C)(C)C)[CH2:24][CH3:25])=[CH:19][CH:18]=1.B(Br)(Br)Br.C(Cl)[Cl:39]>>[ClH:39].[NH2:26][C@@H:23]([C:20]1[CH:19]=[CH:18][C:17]([C:4]2[C:5]3[C:6]4[CH:16]=[CH:15][S:14][C:7]=4[C:8](=[O:13])[NH:9][C:10]=3[CH:11]=[CH:12][C:3]=2[OH:2])=[CH:22][CH:21]=1)[CH2:24][CH3:25] |f:3.4|. The reactants are COC1=C(C=2C3=C(C(NC2C=C1)=O)SC=C3)C3=CC=C(C=C3)[C@@H](CC)NC(OC(C)(C)C)=O ((R)-tert-butyl 1-(4-(8-methoxy-4-oxo-4,5-dihydrothieno[2,3-c]quinolin-9-yl)phenyl)propylcarbamate), B(Br)(Br)Br (BBr3), C(Cl)Cl (CH2Cl2). Procedure details: Following General Procedure F, (R)-tert-butyl 1-(4-(8-methoxy-4-oxo-4,5-dihydrothieno[2,3-c]quinolin-9-yl)phenyl)propylcarbamate (70 mg, 0.15 mmol) in CH2Cl2 at 0° C. was added BBr3 (1.0 M in CH2Cl2, 3 mL, 3 mmol) and the reaction was warmed to room temperature for 4 h. The reaction was quenched by pouring onto water or ice-water and the resulting mixture was concentrated and purified by preparatory HPLC (C18 silica, acetonitrile/water (with 0.05% TFA) gradient). The desired product was dissolve... Starting materials: O(C1=CC=CC=C1)CC(=O)NC1C2SCN(C(N2C1=O)C(=O)OCC1=CC=CC=C1)S(=O)(=O)C(F)(F)F (benzyl 7-phenoxyacetamido-8-oxo-3-trifluoromethanesulfonyl-5-thia-1,3-diazabicyclo[4,2,0]octane-2-carboxylate), C1(=CC=CC=C1)OC (anisole), trichloride, C(C)(=O)OCC (ethyl acetate), Cl (hydrochloric acid). Solvent: C(Cl)Cl (methylene chloride), [N+](=O)([O-])C (nitromethane). Conditions: temperature 0 celsius, time 30 minute. Yields the product O(C1=CC=CC=C1)CC(=O)NC1C2SCN(C(N2C1=O)C(=O)O)S(=O)(=O)C(F)(F)F (7-phenoxyacetamido-8-oxo-3-trifluoromethanesulfonyl-5-thia-1,3-diazabicyclo[4,2,0]octane-2-carboxylic acid). The yield is 95.3%. As a reaction SMILES: [O:1]([CH2:8][C:9]([NH:11][CH:12]1[C:19](=[O:20])[N:18]2[CH:13]1[S:14][CH2:15][N:16]([S:31]([C:34]([F:37])([F:36])[F:35])(=[O:33])=[O:32])[CH:17]2[C:21]([O:23]CC1C=CC=CC=1)=[O:22])=[O:10])[C:2]1[CH:7]=[CH:6][CH:5]=[CH:4][CH:3]=1.C1(OC)C=CC=CC=1.C(OCC)(=O)C.Cl>C(Cl)Cl.[N+](C)([O-])=O>[O:1]([CH2:8][C:9]([NH:11][CH:12]1[C:19](=[O:20])[N:18]2[CH:13]1[S:14][CH2:15][N:16]([S:31]([C:34]([F:35])([F:36])[F:37])(=[O:32])=[O:33])[CH:17]2[C:21]([OH:23])=[O:22])=[O:10])[C:2]1[CH:3]=[CH:4][CH:5]=[CH:6][CH:7]=1. Procedure: To a solution of benzyl 7-phenoxyacetamido-8-oxo-3-trifluoromethanesulfonyl-5-thia-1,3-diazabicyclo[4,2,0]octane-2-carboxylate (2.19 g.) and anisole (6.3 ml.) in methylene chloride (20 ml.) was added a solution of alminum trichloride (2.6 g.) in nitromethane (10 ml.) at 0° C. over a period of 5 minutes. The resultant deep red solution was stirred at 0° C. for 30 minutes. After the reaction mixture was poured into a mixture of ice and ethyl acetate (120 ml.), it was acidified to pH 1 with 3N hydr... Starting materials: C(#N)C1=CC=C(OCCCCCOC=2C=CC(=C(OCC(=O)OCC)C2)C(=O)N(C(C)C)C(C)C)C=C1 (ethyl 5-[5-(4-cyanophenoxy)pentyloxy]-2-[N,N-bis(1-methylethyl)aminocarbonyl]phenoxyacetate), Cl.NO (hydroxylamine hydrochloride), [O-]CC.[Na+] (sodium ethoxide). Run in C(C)O (ethanol), C(C)O (ethanol). Run at time 8 hour. Product: NC(C1=CC=C(OCCCCCOC=2C=CC(=C(OCC(=O)OCC)C2)C(N(C(C)C)C(C)C)=O)C=C1)=NO (ethyl 2-[5-[5-[4-[amino(hydroxyimino)methyl]phenoxy]pentyloxy]-2-[N,N-bis(1-methylethyl)carbamoyl]phenoxy]acetate). As a reaction SMILES: [C:1]([C:3]1[CH:37]=[CH:36][C:6]([O:7][CH2:8][CH2:9][CH2:10][CH2:11][CH2:12][O:13][C:14]2[CH:15]=[CH:16][C:17]([C:27]([N:29]([CH:33]([CH3:35])[CH3:34])[CH:30]([CH3:32])[CH3:31])=[O:28])=[C:18]([CH:26]=2)[O:19][CH2:20][C:21]([O:23][CH2:24][CH3:25])=[O:22])=[CH:5][CH:4]=1)#[N:2].Cl.[NH2:39][OH:40].[O-]CC.[Na+]>C(O)C>[NH2:2][C:1](=[N:39][OH:40])[C:3]1[CH:4]=[CH:5][C:6]([O:7][CH2:8][CH2:9][CH2:10][CH2:11][CH2:12][O:13][C:14]2[CH:15]=[CH:16][C:17]([C:27](=[O:28])[N:29]([CH:33]([CH3:35])[CH3:34])[CH:30]([CH3:31])[CH3:32])=[C:18]([CH:26]=2)[O:19][CH2:20][C:21]([O:23][CH2:24][CH3:25])=[O:22])=[CH:36][CH:37]=1 |f:1.2,3.4|. Procedure details: A stirred solution of ethyl 5-[5-(4-cyanophenoxy)pentyloxy]-2-[N,N-bis(1-methylethyl)aminocarbonyl]phenoxyacetate (970 mg, 1.9 mmol) in 20 mL of anhydrous ethanol is treated with hydroxylamine hydrochloride (400 mg, 5.7 mmol) and 21% sodium ethoxide solution in ethanol (2.1 mL, 5.7 mmol) and stiffed at 50° C. overnight. The reaction is concentrated in vacuo and purified by chromatography on silica gel (20 g) with 80-100% ethyl acetate/hexane followed by 0-10% methanol/ethyl acetate as the eluent... The reactants are ClC1=C(C(=CC=C1)Cl)NC=1NCCN1 (2-(2',6'-dichlorophenylamino)-2-imidazoline), C([O-])(O)=O.[Na+] (sodium bicarbonate), OC1=NC=C(C(=O)O)C=C1 (6-hydroxy-nicotinic acid), N,N'-carbonyl-diimidazole. The solvent is O1CCCC1 (tetrahydrofuran), O1CCCC1 (tetrahydrofuran), CN(C)P(=O)(N(C)C)N(C)C (hexamethylphosphorotriamide). Run at time 45 minute. The product is OC1=NC=C(C(=O)N2C(=NCC2)NC2=C(C=CC=C2Cl)Cl)C=C1 ((6-hydroxynicotinoyl)-2-(2',6'-dichlorophenylamino)-2-imidazoline). As a reaction SMILES: [OH:1][C:2]1[CH:10]=[CH:9][C:5]([C:6]([OH:8])=O)=[CH:4][N:3]=1.[Cl:11][C:12]1[CH:17]=[CH:16][CH:15]=[C:14]([Cl:18])[C:13]=1[NH:19][C:20]1[NH:21][CH2:22][CH2:23][N:24]=1.C(=O)(O)[O-].[Na+]>O1CCCC1.CN(P(N(C)C)(N(C)C)=O)C>[OH:1][C:2]1[CH:10]=[CH:9][C:5]([C:6]([N:24]2[CH2:23][CH2:22][N:21]=[C:20]2[NH:19][C:13]2[C:14]([Cl:18])=[CH:15][CH:16]=[CH:17][C:12]=2[Cl:11])=[O:8])=[CH:4][N:3]=1 |f:2.3|. Reported procedure: 3.25 g (22.9 millimoles) of 6-hydroxy-nicotinic acid are dissolved in 600 ml of absolute tetrahydrofuran and 60 ml of absolute hexamethylphosphorotriamide, 3.8 g (22.9 millimoles) of N,N'-carbonyl-diimidazole are added and the mixture is stirred for 45 minutes at room temperature. A solution of 5.3 g (11.0 millimoles) of 2-(2',6'-dichlorophenylamino)-2-imidazoline in 100 ml of absolute tetrahydrofuran is then added dropwise and the mixture is left to stand overnight. The solvents are then stirre... The reactants are solution, C(C(=O)Cl)(=O)Cl (oxalyl chloride), ClC=1C=C(C=CC1S(=O)(=O)C)[C@H](C(=O)NC1=NN(C=C1)CC1=CC=C(C(=O)O)C=C1)CC1CCCC1 (4-{3-[2-(R)-(3-Chloro-4-methanesulfonyl-phenyl)-3-cyclopentyl-propionylamino]-pyrazol-1-ylmethyl}-benzoic acid), N1=C(C=CC=C1C)C (2,6-lutidine), CN(C)CCCN (N,N-Di-methyl-3-amino-propyl-amine). Solvent: C(Cl)Cl (methylene chloride), C(Cl)Cl (methylene chloride). Run at temperature 25 celsius, time 20 minute. Product: ClC=1C=C(C=CC1S(=O)(=O)C)[C@H](C(=O)NC1=NN(C=C1)CC1=CC=C(C(=O)NCCCN(C)C)C=C1)CC1CCCC1 (4-{3-[2-(R)-(3-chloro-4-methanesulfonyl-phenyl)-3-cyclopentyl-propionylamino]-pyrazol-1-ylmethyl}-N-(3-dimethylamino-propyl)-benzamide). The yield is 6.1%. RXN SMILES: [Cl:1][C:2]1[CH:3]=[C:4]([C@@H:12]([CH2:31][CH:32]2[CH2:36][CH2:35][CH2:34][CH2:33]2)[C:13]([NH:15][C:16]2[CH:20]=[CH:19][N:18]([CH2:21][C:22]3[CH:30]=[CH:29][C:25]([C:26]([OH:28])=O)=[CH:24][CH:23]=3)[N:17]=2)=[O:14])[CH:5]=[CH:6][C:7]=1[S:8]([CH3:11])(=[O:10])=[O:9].C(Cl)(=O)C(Cl)=O.N1C(C)=CC=CC=1C.[CH3:51][N:52]([CH2:54][CH2:55][CH2:56][NH2:57])[CH3:53]>C(Cl)Cl>[Cl:1][C:2]1[CH:3]=[C:4]([C@@H:12]([CH2:31][CH:32]2[CH2:36][CH2:35][CH2:34][CH2:33]2)[C:13]([NH:15][C:16]2[CH:20]=[CH:19][N:18]([CH2:21][C:22]3[CH:30]=[CH:29][C:25]([C:26]([NH:57][CH2:56][CH2:55][CH2:54][N:52]([CH3:53])[CH3:51])=[O:28])=[CH:24][CH:23]=3)[N:17]=2)=[O:14])[CH:5]=[CH:6][C:7]=1[S:8]([CH3:11])(=[O:9])=[O:10]. Reported procedure: 4-{3-[2-(R)-(3-Chloro-4-methanesulfonyl-phenyl)-3-cyclopentyl-propionylamino]-pyrazol-1-ylmethyl}-benzoic acid (prepared in example 45, 40 mg, 0.08 mmol) was suspended in methylene chloride (1 mL) and a 2.0 M solution of oxalyl chloride in methylene chloride (38 μL, 0.08 mmol) was added and the reaction stirred at 25° C. for 20 min. The solution was chilled to 0° C. and 2,6-lutidine (18 μL, 0.15 mmol) was added. The reaction continued to stir at 0° C. for 20 min. N,N-Di-methyl-3-amino-propyl-ami... The reactants are FC1=C(C(=CC=C1)F)N1C(C=CC2=C1N=C(N=C2C=2C=C(C(=O)NC=1SC=CN1)C=CC2C)S(=O)C)=O (3-[8-(2,6-difluorophenyl)-2-(methylsulfinyl)-7-oxo-7,8-dihydropyrido[2,3-d]pyrimidin-4-yl]-4-methyl-N-1,3-thiazol-2-ylbenzamide), CN(CCCNC)C (N,N,N′-trimethyl-1,3-propanediamine). Product: FC1=C(C(=CC=C1)F)N1C(C=CC2=C1N=C(N=C2C=2C=C(C(=O)NC=1SC=CN1)C=CC2C)N(C)CCCN(C)C)=O (3-{8-(2,6-difluorophenyl)-2-[[3-(dimethylamino)propyl](methyl)amino]-7-oxo-7,8-dihydropyrido[2,3-d]pyrimidin-4-yl}-4-methyl-N-1,3-thiazol-2-ylbenzamide). RXN SMILES: [F:1][C:2]1[CH:7]=[CH:6][CH:5]=[C:4]([F:8])[C:3]=1[N:9]1[C:14]2[N:15]=[C:16](S(C)=O)[N:17]=[C:18]([C:19]3[CH:20]=[C:21]([CH:30]=[CH:31][C:32]=3[CH3:33])[C:22]([NH:24][C:25]3[S:26][CH:27]=[CH:28][N:29]=3)=[O:23])[C:13]=2[CH:12]=[CH:11][C:10]1=[O:37].[CH3:38][N:39]([CH3:45])[CH2:40][CH2:41][CH2:42][NH:43][CH3:44]>>[F:8][C:4]1[CH:5]=[CH:6][CH:7]=[C:2]([F:1])[C:3]=1[N:9]1[C:14]2[N:15]=[C:16]([N:43]([CH2:42][CH2:41][CH2:40][N:39]([CH3:45])[CH3:38])[CH3:44])[N:17]=[C:18]([C:19]3[CH:20]=[C:21]([CH:30]=[CH:31][C:32]=3[CH3:33])[C:22]([NH:24][C:25]3[S:26][CH:27]=[CH:28][N:29]=3)=[O:23])[C:13]=2[CH:12]=[CH:11][C:10]1=[O:37]. Procedure: The title compound was prepared from 3-[8-(2,6-difluorophenyl)-2-(methylsulfinyl)-7-oxo-7,8-dihydropyrido[2,3-d]pyrimidin-4-yl]-4-methyl-N-1,3-thiazol-2-ylbenzamide and N,N,N′-trimethyl-1,3-propanediamine by following the procedures in Example 79c. LC-MS m/z 590 (M+H)+; 1H-NMR (MeOD) 1.70 (m, 2H), 2.04 (m, 2H), 2.20 (s, 6H), 2.36 (s, 3H), 2.89-3.21 (m, 3H), 3.36-3.70 (m, 2 H), 6.36 (d, J=8.4 Hz, 1H), 7.16 (m, 1H), 7.27 (m, 2H), 7.50 (m, 2H), 7.59 (m, 2 H), 8.01 (s, 1H), 8.13 (m, 1H). The reactants are CO, [Na+], [OH-], CCOC(=O)c1c(C)cccc1O. The product is Cc1cccc(O)c1C(=O)O. RXN SMILES: [CH3:16][OH:17].[Na+:15].[OH-:14].[OH:1][c:2]1[c:3]([C:4](=[O:5])[O:6][CH2:7][CH3:8])[c:9]([CH3:13])[cH:10][cH:11][cH:12]1>>[OH:1][c:2]1[c:3]([C:4](=[O:5])[OH:6])[c:9]([CH3:13])[cH:10][cH:11][cH:12]1. The reactants are C#CC(C)C1CCC2C(O[Si](C)(C)C(C)(C)C)CCCC12C, C1CCOC1, F. Product: C#CC(C)C1CCC2C(O)CCCC12C. Reaction SMILES: [C:1]([Si:2]([CH3:3])([CH3:4])[O:6][CH:7]1[CH:8]2[CH2:9][CH2:10][CH:11]([CH:17]([C:18]#[CH:19])[CH3:20])[C:12]2([CH3:16])[CH2:13][CH2:14][CH2:15]1)([CH3:5])([CH3:21])[CH3:22].[CH2:24]1[O:25][CH2:26][CH2:27][CH2:28]1.[FH:23]>>[OH:6][CH:7]1[CH:8]2[CH2:9][CH2:10][CH:11]([CH:17]([C:18]#[CH:19])[CH3:20])[C:12]2([CH3:16])[CH2:13][CH2:14][CH2:15]1. The reactants are 42.5, ClC=1C(=CC(=C(C(=O)Cl)C1)OC)[N+](=O)[O-] (5-chloro-2-methoxy-4-nitrobenzoyl chloride), N1CC1 (aziridine), C(O)([O-])=O.[Na+] (sodium hydrogen carbonate), [OH-].[Na+] (sodium hydroxide). Solvent: ClC(Cl)Cl (trichloromethane), ClC(Cl)Cl (trichloromethane), O (water). Conditions: temperature 0 celsius, time 45 minute. The product is 40, ClC=1C(=CC(=C(C(=O)N2CC2)C1)OC)[N+](=O)[O-] (1-(5-chloro-2-methoxy-4-nitrobenzoyl)aziridine). RXN SMILES: [NH:1]1[CH2:3][CH2:2]1.C(=O)([O-])O.[Na+].[Cl:9][C:10]1[C:11]([N+:21]([O-:23])=[O:22])=[CH:12][C:13]([O:19][CH3:20])=[C:14]([CH:18]=1)[C:15](Cl)=[O:16].[OH-].[Na+]>O.ClC(Cl)Cl>[Cl:9][C:10]1[C:11]([N+:21]([O-:23])=[O:22])=[CH:12][C:13]([O:19][CH3:20])=[C:14]([CH:18]=1)[C:15]([N:1]1[CH2:3][CH2:2]1)=[O:16] |f:1.2,4.5|. Reported procedure: To 230 parts of a solution of aziridine in water 0.875M are added 15 parts of sodium hydrogen carbonate while cooling at 0° C. Then there is added dropwise, during a 45 minutes-period, a solution of 42.5 parts of 5-chloro-2-methoxy-4-nitrobenzoyl chloride in 150 parts of trichloromethane at 0° C and while stirring vigorously. The mixture is diluted with about 150 parts of trichloromethane and the whole is stirred for 45 minutes without cooling. The reaction mixture is alkalized to pH 8 with a di...